This data is from the Open Reaction Database (ORD), a public repository of structured organic reaction records. The task is: describe an organic reaction: reactants, conditions, products, and yield Starting materials: Cl (hydrochloric acid), aqueous saturated solution, [OH-].[Na+] (sodium hydroxide), CC1=C(N=C(O1)C1=CC=CC=C1)COC1=CC=C(CON=C(CCC(=O)OCC)C=2C=NC=CC2)C=C1 (ethyl 4-[4-(5-methyl-2-phenyl-4-oxazolylmethoxy)benzyloxyimino]-4-(3-pyridyl)butyrate), CO (methanol). The solvent is O1CCCC1 (tetrahydrofuran). Conditions: time 1 hour. Yields the product CC1=C(N=C(O1)C1=CC=CC=C1)COC1=CC=C(CO\N=C(/CCC(=O)O)\C=2C=NC=CC2)C=C1 (E-4-[4-(5-methyl-2-phenyl-4-oxazolylmethoxy)benzyloxyimino]-4-(3-pyridyl)butyric acid). Yield: 77.0%. Reaction SMILES: [OH-].[Na+].[CH3:3][C:4]1[O:8][C:7]([C:9]2[CH:14]=[CH:13][CH:12]=[CH:11][CH:10]=2)=[N:6][C:5]=1[CH2:15][O:16][C:17]1[CH:39]=[CH:38][C:20]([CH2:21][O:22][N:23]=[C:24]([C:32]2[CH:33]=[N:34][CH:35]=[CH:36][CH:37]=2)[CH2:25][CH2:26][C:27]([O:29]CC)=[O:28])=[CH:19][CH:18]=1.CO.Cl>O1CCCC1>[CH3:3][C:4]1[O:8][C:7]([C:9]2[CH:14]=[CH:13][CH:12]=[CH:11][CH:10]=2)=[N:6][C:5]=1[CH2:15][O:16][C:17]1[CH:39]=[CH:38][C:20]([CH2:21][O:22]/[N:23]=[C:24](/[C:32]2[CH:33]=[N:34][CH:35]=[CH:36][CH:37]=2)\[CH2:25][CH2:26][C:27]([OH:29])=[O:28])=[CH:19][CH:18]=1 |f:0.1|. Procedure details: A 1N aqueous saturated solution of sodium hydroxide (5 ml) was added to a solution of ethyl 4-[4-(5-methyl-2-phenyl-4-oxazolylmethoxy)benzyloxyimino]-4-(3-pyridyl)butyrate (520 mg) in tetrahydrofuran (10 ml)-methanol (5 ml) and stirred at room temperature for 1 hour. 1N hydrochloric acid (5.5 ml) was added to the reaction mixture and extracted with ethyl acetate. The ethyl acetate layer was washed with an aqueous saturated solution of sodium chloride, dried (MgSO4) and concentrated. The residue ... Reported procedure: In close analogy to the procedure described in Example 1, 6-bromo-pyrazolo[1,5-a]pyrimidine-2-carboxylic acid is reacted with 3,3-dimethyl-1,2,3,4-tetrahydro-isoquinoline to provide the title compound in moderate yield. Product: BrC=1C=NC=2N(C1)N=C(C2)C(=O)N2CC1=CC=CC=C1CC2(C)C ((6-Bromo-pyrazolo[1,5-a]pyrimidin-2-yl)-(3,3-dimethyl-3,4-dihydro-1H-isoquinolin-2-yl)-methanone). Starting materials: BrC=1C=NC=2N(C1)N=C(C2)C(=O)O (6-bromo-pyrazolo[1,5-a]pyrimidine-2-carboxylic acid), CC1(NCC2=CC=CC=C2C1)C (3,3-dimethyl-1,2,3,4-tetrahydro-isoquinoline). Reaction SMILES: [Br:1][C:2]1[CH:3]=[N:4][C:5]2[N:6]([N:8]=[C:9]([C:11]([OH:13])=O)[CH:10]=2)[CH:7]=1.[CH3:14][C:15]1([CH3:25])[CH2:24][C:23]2[C:18](=[CH:19][CH:20]=[CH:21][CH:22]=2)[CH2:17][NH:16]1>>[Br:1][C:2]1[CH:3]=[N:4][C:5]2[N:6]([N:8]=[C:9]([C:11]([N:16]3[C:15]([CH3:25])([CH3:14])[CH2:24][C:23]4[C:18](=[CH:19][CH:20]=[CH:21][CH:22]=4)[CH2:17]3)=[O:13])[CH:10]=2)[CH:7]=1. Reactants: resultant mixture, ClC1=C(C=CC(=C1Cl)S(=O)(=O)Cl)NC([C@@](C(F)(F)F)(C)O)=O ((R)-N-(2,3-Dichloro-4-chlorosulphonylphenyl)-3,3,3-trifluoro-2-hydroxy-2-methylpropanamide), N1=CC=CC=C1 (pyridine), NC=1C=CC(=NC1)OC (5-amino-2-methoxypyridine). Run in C(Cl)Cl (DCM), C(Cl)Cl (DCM). Product: ClC1=C(C=CC(=C1Cl)S(=O)(=O)NC=1C=CC(=NC1)OC)NC([C@@](C(F)(F)F)(C)O)=O ((R)-N-[2,3-Dichloro-4-(2-methoxypyrid-5-ylaminosulphonyl)phenyl]-3,3,3-trifluoro-2-hydroxy-2-methylpropanamide). Isolated yield 34.1%. Reaction SMILES: [Cl:1][C:2]1[C:7]([Cl:8])=[C:6]([S:9](Cl)(=[O:11])=[O:10])[CH:5]=[CH:4][C:3]=1[NH:13][C:14](=[O:22])[C@:15]([OH:21])([CH3:20])[C:16]([F:19])([F:18])[F:17].N1C=CC=CC=1.[NH2:29][C:30]1[CH:31]=[CH:32][C:33]([O:36][CH3:37])=[N:34][CH:35]=1>C(Cl)Cl>[Cl:1][C:2]1[C:7]([Cl:8])=[C:6]([S:9]([NH:29][C:30]2[CH:31]=[CH:32][C:33]([O:36][CH3:37])=[N:34][CH:35]=2)(=[O:11])=[O:10])[CH:5]=[CH:4][C:3]=1[NH:13][C:14](=[O:22])[C@:15]([OH:21])([CH3:20])[C:16]([F:19])([F:18])[F:17]. Procedure details: A solution of (R)-N-(2,3-Dichloro-4-chlorosulphonylphenyl)-3,3,3-trifluoro-2-hydroxy-2-methylpropanamide (Method 1; 0.3 mmol) and pyridine (0.33 mmol) in DCM (5 ml) was added to a solution of 5-amino-2-methoxypyridine (0.3 mmol) in DCM (2 ml). The resultant mixture was stirred at ambient temperature overnight. The DCM was evaporated and resulting mixture was partitioned between EtOAc (5 ml) and 1 M HCl (4 ml), the EtOAc layer was separated and washed with saturated aqueous sodium hydrogen carbon... Starting materials: OC(CC(C)=O)CC(C)SC1=C(C=CC=C1)C (4-hydroxy-6-(2-methylphenylthio)-2-heptanone), C1(=CC=C(C=C1)S(=O)(=O)O)C (p-toluene sulfonic acid). Solvent: C1(=CC=CC=C1)C (toluene). The product is CC1=C(C=CC=C1)SC(CC=CC(C)=O)C (6-(2-methylphenylthio)-3-hepten-2-one). Isolated yield 86.0%. RXN SMILES: O[CH:2]([CH2:7][CH:8]([S:10][C:11]1[CH:16]=[CH:15][CH:14]=[CH:13][C:12]=1[CH3:17])[CH3:9])[CH2:3][C:4](=[O:6])[CH3:5].C1(C)C=CC(S(O)(=O)=O)=CC=1>C1(C)C=CC=CC=1>[CH3:17][C:12]1[CH:13]=[CH:14][CH:15]=[CH:16][C:11]=1[S:10][CH:8]([CH3:9])[CH2:7][CH:2]=[CH:3][C:4](=[O:6])[CH3:5]. Reported procedure: 1.00 Gram of 4-hydroxy-6-(2-methylphenylthio)-2-heptanone was dissolved in 100 ml of toluene, and 0.02 g of p-toluene sulfonic acid was added thereto. The resulting mixture was refluxed for 1.5 hours with stirring. After having been cooled, the mixture was washed with a saturated aqueous sodium hydrogencarbonate solution and then saturated aqueous sodium chloride solution. Then the mixture was dried over anhydrous magnesium sulfate. Removing the solvent from the mixture under reduced pressure ga... Yields the product N#Cc1c(N)cc(N)nc1-c1ccccc1. As a reaction SMILES: [CH2:62]1[O:63][CH2:64][CH2:65][CH2:66]1.[CH3:49][CH2:50][O:51][C:52](=[O:53])[CH3:54].[CH3:55][CH2:56][CH2:57][CH2:58][CH2:59][CH3:60].[NH2:1][c:2]1[cH:3][c:4]([NH2:11])[n:5][c:6]([Br:10])[c:7]1[C:8]#[N:9].[Na+:43].[Na+:44].[O-:45][C:46](=[O:47])[O-:48].[O:67]=[CH:68][N:69]([CH3:70])[CH3:71].[OH2:61].[OH:12][B:13]([OH:14])[c:15]1[cH:16][cH:17][cH:18][cH:19][cH:20]1.[c:21]1([CH3:22])[cH:23][cH:24][cH:25][cH:26][c:27]1[P:28]([c:29]1[cH:30][cH:31][cH:32][cH:33][c:34]1[CH3:35])[c:36]1[cH:37][cH:38][cH:39][cH:40][c:41]1[CH3:42]>>[NH2:1][c:2]1[cH:3][c:4]([NH2:11])[n:5][c:6](-[c:15]2[cH:16][cH:17][cH:18][cH:19][cH:20]2)[c:7]1[C:8]#[N:9]. Reactants: C1CCOC1, CCOC(C)=O, CCCCCC, N#Cc1c(N)cc(N)nc1Br, [Na+], [Na+], O=C([O-])[O-], CN(C)C=O, O, OB(O)c1ccccc1, Cc1ccccc1P(c1ccccc1C)c1ccccc1C.